This data is from the Open Reaction Database (ORD), a public repository of structured organic reaction records. The task is: describe an organic reaction: reactants, conditions, products, and yield Starting materials: ClC1=CC=C(C=C1)C(NC1=CC=C(C=C1)S(=O)(=O)C)=N (4-chloro-N-[4-(methylsulfonyl)phenyl]benzenecarboximidamide), C([O-])(O)=O.[Na+] (sodium bicarbonate), BrCC(COCC1=NC2=CC=CC=C2C=C1)=O (1-bromo-3-(2-quinolylmethoxy)-2-propanone). Run in CC(=O)C (acetone). Yields the product ClC1=CC=C(C=C1)C=1N(CC(N1)(COCC1=NC2=CC=CC=C2C=C1)O)C1=CC=C(C=C1)S(=O)(=O)C (2-(4-chlorophenyl)-4-hydroxy-1-[4-(methylsulfonyl)phenyl]-4-[(2-quinolylmethoxy)methyl]-4,5-dihydro-1H-imidazole). Reaction SMILES: [Cl:1][C:2]1[CH:7]=[CH:6][C:5]([C:8](=[NH:20])[NH:9][C:10]2[CH:15]=[CH:14][C:13]([S:16]([CH3:19])(=[O:18])=[O:17])=[CH:12][CH:11]=2)=[CH:4][CH:3]=1.C(=O)(O)[O-].[Na+].Br[CH2:27][C:28](=[O:42])[CH2:29][O:30][CH2:31][C:32]1[CH:41]=[CH:40][C:39]2[C:34](=[CH:35][CH:36]=[CH:37][CH:38]=2)[N:33]=1>CC(C)=O>[Cl:1][C:2]1[CH:3]=[CH:4][C:5]([C:8]2[N:9]([C:10]3[CH:15]=[CH:14][C:13]([S:16]([CH3:19])(=[O:17])=[O:18])=[CH:12][CH:11]=3)[CH2:27][C:28]([OH:42])([CH2:29][O:30][CH2:31][C:32]3[CH:41]=[CH:40][C:39]4[C:34](=[CH:35][CH:36]=[CH:37][CH:38]=4)[N:33]=3)[N:20]=2)=[CH:6][CH:7]=1 |f:1.2|. Procedure: To a mixture of 4-chloro-N-[4-(methylsulfonyl)phenyl]benzenecarboximidamide (Example 1, Step 1) (1 mmol) and sodium bicarbonate (2 mmol) in acetone (20 mL), 1-bromo-3-(2-quinolylmethoxy)-2-propanone from Step 1 (1.5 mmol) is added. After heating to reflux for 24 hours, the reaction mixture is filtered, washed with acetone and concentrated in vacuo. The crude product is purified by chromatography (silica gel, toluene/ethyl acetate) to give 2-(4-chlorophenyl)-4-hydroxy-1-[4-(methylsulfonyl)phenyl]... Starting materials: BrCCCC1(C)OCCO1 (5-bromo-2,2-ethylenedioxy-pentane), [H-].[Na+] (sodium hydride), suspension, CC(=CCCO)C (4-methyl-3-pentenol), O (water). Solvent: CN(C=O)C (dimethylformamide). Reaction conditions: time 1 hour. Yields the product C1OC(C)(CCCOCCC=C(C)C)OC1 (2,2-ethylenedioxy-10-methyl-6-oxa-9-undecene). Isolated yield 31.3%. As a reaction SMILES: [H-].[Na+].[CH3:3][C:4]([CH3:9])=[CH:5][CH2:6][CH2:7][OH:8].Br[CH2:11][CH2:12][CH2:13][C:14]1([O:19][CH2:18][CH2:17][O:16]1)[CH3:15].O>CN(C)C=O>[CH2:17]1[CH2:18][O:19][C:14]([CH2:13][CH2:12][CH2:11][O:8][CH2:7][CH2:6][CH:5]=[C:4]([CH3:9])[CH3:3])([CH3:15])[O:16]1 |f:0.1|. Procedure details: 14 g of sodium hydride in a 50% suspension in oil were added to a solution of 28 g of 4-methyl-3-pentenol [Julia et al, Bull. Soc. Chim., (1960), p. 1072] in 250 ml of dimethylformamide and after stirring the mixture for 1 hour, 66 g of 5-bromo-2,2-ethylenedioxy-pentane were added thereto while keeping the temperature below 35° C. The mixture was stirred at room temperature for 17 hours and the reaction mixture was then poured into water. The mixture was extracted with petroleum ether (b.p.= 40°... RXN SMILES: C[O:2][C:3]([C:5]1[N:6]=[C:7]([CH3:10])[O:8][CH:9]=1)=[O:4].[OH-].[Na+]>CCO>[CH3:10][C:7]1[O:8][CH:9]=[C:5]([C:3]([OH:4])=[O:2])[N:6]=1 |f:1.2|. Run at time 2 hour. Starting materials: COC(=O)C=1N=C(OC1)C (2-methyl-oxazole-4-carboxylic acid methyl ester), [OH-].[Na+] (NaOH). Run in CCO (EtOH). The product is CC=1OC=C(N1)C(=O)O (2-methyl-oxazole-4-carboxylic acid). Procedure: A solution of the respective 2-acetylamino-3-oxo-propionic acid methyl ester derivative (0.63 mmol, 1.0 eq.) in CHCl3 (0.4 mL) was cooled to 0° C. in an ice/NaCl bath. SOCl2 (0.88 mmol, 1.4 eq.) was added to the stirred solution and the temperature was maintained at 0° C. for 30 minutes. Then the solution was stirred and refluxed for one hour. Another 0.25 eq. of SOCl2 was added and the reaction mixture was refluxed for another hour. The excess SOCl2 was quenched with 1M aq. K2CO3. The aq. layer... Reactants: O[C@@H]1CN(CC1)C(=O)OC(C)(C)C ((S)-tert-butyl 3-hydroxypyrrolidine-1-carboxylate), [H-].[Na+] (NaH), ClC1=NC(=CC2=CC=C(C=C12)F)Cl (1,3-dichloro-7-fluoroisoquinoline). Solvent: CCOC(=O)C (EtOAc), C1CCOC1 (THF). Conditions: time 10 hour. The product is ClC=1N=C(C2=CC(=CC=C2C1)F)O[C@@H]1CN(CC1)C(=O)OC(C)(C)C ((S)-tert-butyl 3-((3-chloro-7-fluoroisoquinolin-1-yl)oxy)pyrrolidine-1-carboxylate). The yield is 71.9%. As a reaction SMILES: [OH:1][C@H:2]1[CH2:6][CH2:5][N:4]([C:7]([O:9][C:10]([CH3:13])([CH3:12])[CH3:11])=[O:8])[CH2:3]1.[H-].[Na+].Cl[C:17]1[C:26]2[C:21](=[CH:22][CH:23]=[C:24]([F:27])[CH:25]=2)[CH:20]=[C:19]([Cl:28])[N:18]=1>C1COCC1.CCOC(C)=O>[Cl:28][C:19]1[N:18]=[C:17]([O:1][C@H:2]2[CH2:6][CH2:5][N:4]([C:7]([O:9][C:10]([CH3:13])([CH3:12])[CH3:11])=[O:8])[CH2:3]2)[C:26]2[C:21]([CH:20]=1)=[CH:22][CH:23]=[C:24]([F:27])[CH:25]=2 |f:1.2|. Reported procedure: To a solution of (S)-tert-butyl 3-hydroxypyrrolidine-1-carboxylate (1.56 g, 8.3 mmol) in THF (20 mL) was added NaH (0.33 g, 8.3 mmol) under nitrogen at 0° C. The mixture was warmed to RT over a 30 minute period and 1,3-dichloro-7-fluoroisoquinoline (0.9 g, 4.17 mmol) was added. The resulting mixture was stirred for 10 hours at RT. The mixture was subsequently diluted with EtOAc (100 mL), quenched with saturated aqueous NH4Cl (100 mL), and extracted with EtOAc (3×100 mL). The combined organic lay... Starting materials: [Na+], CC1C(CCCc2ccc(Cl)cc2)C(=O)N1OC1CCCCO1, C1COCCO1, [OH-]. Yields the product CC(NOC1CCCCO1)C(CCCc1ccc(Cl)cc1)C(=O)O. RXN SMILES: [Na+:25].[O:1]1[CH:2]([O:7][N:8]2[C:9](=[O:23])[CH:10]([CH2:13][CH2:14][CH2:15][c:16]3[cH:17][cH:18][c:19]([Cl:22])[cH:20][cH:21]3)[CH:11]2[CH3:12])[CH2:3][CH2:4][CH2:5][CH2:6]1.[O:26]1[CH2:27][CH2:28][O:29][CH2:30][CH2:31]1.[OH-:24]>>[O:1]1[CH:2]([O:7][NH:8][CH:11]([CH:10]([C:9]([OH:23])=[O:24])[CH2:13][CH2:14][CH2:15][c:16]2[cH:17][cH:18][c:19]([Cl:22])[cH:20][cH:21]2)[CH3:12])[CH2:3][CH2:4][CH2:5][CH2:6]1. Reactants: CNS(=O)(=O)c1cccc(C)c1, Clc1cccc(Cl)n1, [H-], [Na+], CC(=O)[O-], CC(=O)[O-], CN(C)C=O, [Pd+2]. The product is Cc1cccc(S(=O)(=O)N(C)c2cccc(Cl)n2)c1. Reaction SMILES: [CH3:1][NH:2][S:3](=[O:4])(=[O:5])[c:6]1[cH:7][c:8]([CH3:12])[cH:9][cH:10][cH:11]1.[Cl:15][c:16]1[n:17][c:18]([Cl:22])[cH:19][cH:20][cH:21]1.[H-:13].[Na+:14].[O-:24][C:25]([CH3:26])=[O:27].[O-:28][C:29]([CH3:30])=[O:31].[O:32]=[CH:33][N:34]([CH3:35])[CH3:36].[Pd+2:23]>>[CH3:1][N:2]([S:3](=[O:4])(=[O:5])[c:6]1[cH:7][c:8]([CH3:12])[cH:9][cH:10][cH:11]1)[c:16]1[n:17][c:18]([Cl:22])[cH:19][cH:20][cH:21]1. Reactants: [Mg] (magnesium), II (iodine), C(C)OCC (diethyl ether), C(C)Br (ethyl bromide), C(C)OCC (diethyl ether), ClC=1C=C(C#N)C=CC1 (3-chlorobenzonitrile), C(C)OCC (diethyl ether), Cl (hydrochloric acid). Run in O (water). Conditions: time 8 hour. Product: ClC=1C=C(C=CC1)C(CC)=O (3'-chloropropiophenone). RXN SMILES: [Mg].II.[CH2:4](Br)[CH3:5].[Cl:7][C:8]1[CH:9]=[C:10]([CH:13]=[CH:14][CH:15]=1)[C:11]#N.Cl.C([O:19]CC)C>O>[Cl:7][C:8]1[CH:9]=[C:10]([C:11](=[O:19])[CH2:4][CH3:5])[CH:13]=[CH:14][CH:15]=1. Reported procedure: 4.86 g (0.2 mol) of magnesium turnings, 30 ml of dry diethyl ether and a grain of iodine are placed in a one liter three-necked round-bottomed flask equipped with a condenser, a calcium chloride drying tube, a pressure equalizing funnel and a magnetic stirrer; the flask is purged with nitrogen, and 21.8 g (0.2 mol) of ethyl bromide in 30 ml of dry diethyl ether are then added. The mixture is then heated under reflux for one hour and left to cool. At ambient temperature, 16.51 g (0.12 mol) of 3-c...